Dataset: the Open Reaction Database (ORD), a public repository of structured organic reaction records. Task: describe an organic reaction: reactants, conditions, products, and yield Reactants: CCOCC, ClCCl, CC(C)(C)OC(=O)CC(CCCC1CCCCC1)c1nc(COCC(N)=O)no1, O=C(O)C(F)(F)F. Yields the product NC(=O)COCc1noc(C(CCCC2CCCCC2)CC(=O)O)n1. Reaction SMILES: [CH3:37][CH2:38][O:39][CH2:40][CH3:41].[Cl:42][CH2:43][Cl:44].[NH2:1][C:2]([CH2:3][O:4][CH2:5][c:6]1[n:7][o:8][c:9]([CH:11]([CH2:12][C:13](=[O:14])[O:15][C:16]([CH3:17])([CH3:18])[CH3:19])[CH2:20][CH2:21][CH2:22][CH:23]2[CH2:24][CH2:25][CH2:26][CH2:27][CH2:28]2)[n:10]1)=[O:29].[OH:30][C:31]([C:32]([F:33])([F:34])[F:35])=[O:36]>>[NH2:1][C:2]([CH2:3][O:4][CH2:5][c:6]1[n:7][o:8][c:9]([CH:11]([CH2:12][C:13](=[O:14])[OH:15])[CH2:20][CH2:21][CH2:22][CH:23]2[CH2:24][CH2:25][CH2:26][CH2:27][CH2:28]2)[n:10]1)=[O:29]. The reactants are CO, Cl, NNC(N)=O, CC(C=O)c1ccc2c(=O)c3ccccc3ccc2c1, O, c1ccncc1. The product is CC(C=NNC(N)=O)c1ccc2c(=O)c3ccccc3ccc2c1. As a reaction SMILES: [CH3:21][OH:22].[ClH:23].[NH2:24][NH:25][C:26](=[O:27])[NH2:28].[O:1]=[c:2]1[c:3]2[c:4]([cH:5][cH:6][c:7]3[c:8]1[cH:9][cH:10][c:11]([CH:13]([CH:14]=[O:15])[CH3:16])[cH:12]3)[cH:17][cH:18][cH:19][cH:20]2.[OH2:29].[cH:30]1[cH:31][cH:32][n:33][cH:34][cH:35]1>>[O:1]=[c:2]1[c:3]2[c:4]([cH:5][cH:6][c:7]3[c:8]1[cH:9][cH:10][c:11]([CH:13]([CH:14]=[N:24][NH:25][C:26](=[O:27])[NH2:28])[CH3:16])[cH:12]3)[cH:17][cH:18][cH:19][cH:20]2. The reactants are Cl (hydrochloric acid), BrC1=CC(=CS1)C(=O)O (5-bromothiophene-3-carboxylic acid), CO (methanol), O (water). Product: COC(=O)C1=CSC(=C1)Br (5-bromothiophene-3-carboxylic acid methyl ester). Reaction SMILES: [Br:1][C:2]1[S:6][CH:5]=[C:4]([C:7]([OH:9])=[O:8])[CH:3]=1.Cl.O.[CH3:12]O>>[CH3:12][O:8][C:7]([C:4]1[CH:3]=[C:2]([Br:1])[S:6][CH:5]=1)=[O:9]. Procedure details: Prepare a solution of 5-bromothiophene-3-carboxylic acid (500 mg, 2.41 mmol) in methanol (5 mL). Add concentrated hydrochloric acid (0.1 mL). Reflux the mixture for 3 hours, cool to room temperature, pour into water, and extract with diethyl ether (3×10 mL). Wash the combined organic phases with water (10 mL), then saturated aqueous sodium hydrogencarbonate (10 mL). Dry (magnesium sulfate), filter and concentrate. Perform flash chromatography on silica gel eluting with 5:1 hexane/ethyl acetate t... Reactants: N1CCCC1 (pyrrolidine), C([O-])([O-])=O.[Na+].[Na+] (sodium carbonate), ClCCCCCC[C@@H]1[C@@H]2C=3C=CC(=CC3CC[C@]2([C@@H]2CC[C@@H]([C@@]2(C)C1)O)C=C)O (11β-(6-Chlorohexyl)-8-vinyl-estra-1,3,5(10)-triene-3,17β-diol). Reported procedure: In the reaction with pyrrolidine (10 equivalents) with the addition of sodium carbonate analogously to instructions 17.2, 32 mg of mixture 30b yields 33 mg of amine 33b as a colorless foam (GC-MS: m/z theor.: 451, pract.: 451). RXN SMILES: [NH:1]1[CH2:5][CH2:4][CH2:3][CH2:2]1.C(=O)([O-])[O-].[Na+].[Na+].Cl[CH2:13][CH2:14][CH2:15][CH2:16][CH2:17][CH2:18][C@H:19]1[CH2:36][C@@:34]2([CH3:35])[C@@H:30]([CH2:31][CH2:32][C@@H:33]2[OH:37])[C@@:29]2([CH:38]=[CH2:39])[C@H:20]1[C:21]1[CH:22]=[CH:23][C:24]([OH:40])=[CH:25][C:26]=1[CH2:27][CH2:28]2>>[N:1]1([CH2:13][CH2:14][CH2:15][CH2:16][CH2:17][CH2:18][C@H:19]2[CH2:36][C@@:34]3([CH3:35])[C@@H:30]([CH2:31][CH2:32][C@@H:33]3[OH:37])[C@@:29]3([CH:38]=[CH2:39])[C@H:20]2[C:21]2[CH:22]=[CH:23][C:24]([OH:40])=[CH:25][C:26]=2[CH2:27][CH2:28]3)[CH2:5][CH2:4][CH2:3][CH2:2]1 |f:1.2.3|. The product is N1(CCCC1)CCCCCC[C@@H]1[C@@H]2C=3C=CC(=CC3CC[C@]2([C@@H]2CC[C@@H]([C@@]2(C)C1)O)C=C)O (11β-[6-(Pyrrolidin-1-yl)hexyl]-8-vinylestra-1,3,5(10)-triene-3,17β-diol). Starting materials: OB(O)c1ccc(Br)cc1, COC(=O)C12CN(Cc3ccccc3)CC1C(I)=CCC2c1ccccc1, Cc1ccccc1, CO, [Na+], [Na+], O=C([O-])[O-], c1ccc(P(c2ccccc2)(c2ccccc2)[Pd](P(c2ccccc2)(c2ccccc2)c2ccccc2)(P(c2ccccc2)(c2ccccc2)c2ccccc2)P(c2ccccc2)(c2ccccc2)c2ccccc2)cc1. Product: COC(=O)C12CN(Cc3ccccc3)CC1C(c1ccc(Br)cc1)=CCC2c1ccccc1. Reaction SMILES: [Br:28][c:29]1[cH:30][cH:31][c:32]([B:35]([OH:36])[OH:37])[cH:33][cH:34]1.[CH2:1]([c:2]1[cH:3][cH:4][cH:5][cH:6][cH:7]1)[N:8]1[CH2:9][CH:10]2[C:11]([I:27])=[CH:12][CH2:13][CH:14]([c:21]3[cH:22][cH:23][cH:24][cH:25][cH:26]3)[C:15]2([C:17](=[O:18])[O:19][CH3:20])[CH2:16]1.[CH3:44][c:45]1[cH:46][cH:47][cH:48][cH:49][cH:50]1.[CH3:51][OH:52].[Na+:38].[Na+:39].[O-:40][C:41](=[O:42])[O-:43].[cH:53]1[cH:54][cH:55][c:56]([P:57]([Pd:58]([P:59]([c:60]2[cH:61][cH:62][cH:63][cH:64][cH:65]2)([c:66]2[cH:67][cH:68][cH:69][cH:70][cH:71]2)[c:72]2[cH:73][cH:74][cH:75][cH:76][cH:77]2)([P:78]([c:79]2[cH:80][cH:81][cH:82][cH:83][cH:84]2)([c:85]2[cH:86][cH:87][cH:88][cH:89][cH:90]2)[c:91]2[cH:92][cH:93][cH:94][cH:95][cH:96]2)[P:97]([c:98]2[cH:99][cH:100][cH:101][cH:102][cH:103]2)([c:104]2[cH:105][cH:106][cH:107][cH:108][cH:109]2)[c:110]2[cH:111][cH:112][cH:113][cH:114][cH:115]2)([c:116]2[cH:117][cH:118][cH:119][cH:120][cH:121]2)[c:122]2[cH:123][cH:124][cH:125][cH:126][cH:127]2)[cH:128][cH:129]1>>[CH2:1]([c:2]1[cH:3][cH:4][cH:5][cH:6][cH:7]1)[N:8]1[CH2:9][CH:10]2[C:11]([c:32]3[cH:31][cH:30][c:29]([Br:28])[cH:34][cH:33]3)=[CH:12][CH2:13][CH:14]([c:21]3[cH:22][cH:23][cH:24][cH:25][cH:26]3)[C:15]2([C:17](=[O:18])[O:19][CH3:20])[CH2:16]1.